From a dataset of the Open Reaction Database (ORD), a public repository of structured organic reaction records. describe an organic reaction: reactants, conditions, products, and yield Reactants: C(=O)(N1C=NC=C1)N1C=NC=C1 (carbonyldiimidazole), OCC=1C=C(C(=CC1Cl)F)N1C(N(C(=CC1=O)C(F)(F)F)N)=O (3-(3-hydroxymethyl-4-chloro-6-fluorophenyl)-1-amino-6-trifluoromethyl-1,2,3,4-tetrahydropyrimidine-2,4-dione), C(C)OC(=O)NO (N-ethoxycarbonylhydroxylamine). The solvent is O1CCCC1 (tetrahydrofuran). Run at time 1 hour. Yields the product C(C)OC(=O)NOCC=1C=C(C(=CC1Cl)F)N1C(N(C(=CC1=O)C(F)(F)F)N)=O (3-(3-[Ethoxycarbonylaminooxymethyl]-4-chloro-6-fluorophenyl)-1-amino-6-trifluoromethyl-1,2,3,4-tetrahydropyrimidine-2,4-dione). As a reaction SMILES: C(N1C=CN=C1)(N1C=CN=C1)=O.[OH:13][CH2:14][C:15]1[CH:16]=[C:17]([N:23]2[C:28](=[O:29])[CH:27]=[C:26]([C:30]([F:33])([F:32])[F:31])[N:25]([NH2:34])[C:24]2=[O:35])[C:18]([F:22])=[CH:19][C:20]=1[Cl:21].[CH2:36]([O:38][C:39]([NH:41]O)=[O:40])[CH3:37]>O1CCCC1>[CH2:36]([O:38][C:39]([NH:41][O:13][CH2:14][C:15]1[CH:16]=[C:17]([N:23]2[C:28](=[O:29])[CH:27]=[C:26]([C:30]([F:33])([F:32])[F:31])[N:25]([NH2:34])[C:24]2=[O:35])[C:18]([F:22])=[CH:19][C:20]=1[Cl:21])=[O:40])[CH3:37]. Procedure: 0.9 g of carbonyldiimidazole was added to a solution of 1.8 g of 3-(3-hydroxymethyl-4-chloro-6-fluorophenyl)-1-amino-6-trifluoromethyl-1,2,3,4-tetrahydropyrimidine-2,4-dione in 100 ml of tetrahydrofuran. After the reaction mixture had been stirred for 1 hour, 0.58 g of N-ethoxycarbonylhydroxylamine was added. The mixture was subsequently stirred for a further 14 hours at 20° C. whereupon the solvent was removed by distillation. The residue was taken up in 100 ml of methylene chloride. The result... Starting materials: OO (hydrogen peroxide), COC=1C=C2C=CC=C(C2=CC1)C(=O)OC (methyl 6-methoxy-1-naphthoate), BrBr (bromine). Run in C(C)(=O)O (acetic acid). Run at temperature 90 celsius. Product: BrC1=C2C=CC=C(C2=CC=C1OC)C(=O)OC (methyl 5-bromo-6-methoxy-1-naphthoate). Isolated yield 177.4%. Reaction SMILES: [CH3:1][O:2][C:3]1[CH:4]=[C:5]2[C:10](=[CH:11][CH:12]=1)[C:9]([C:13]([O:15][CH3:16])=[O:14])=[CH:8][CH:7]=[CH:6]2.OO.[Br:19]Br>C(O)(=O)C>[Br:19][C:4]1[C:3]([O:2][CH3:1])=[CH:12][CH:11]=[C:10]2[C:5]=1[CH:6]=[CH:7][CH:8]=[C:9]2[C:13]([O:15][CH3:16])=[O:14]. Procedure: 108 g (0.50 mol) of methyl 6-methoxy-1-naphthoate are dissolved in 500 ml of acetic acid, and 30 g of 35% aqueous hydrogen peroxide solution are added. 42 g (0.26 mol) of bromine are then added dropwise at 35° C. in the course of 45 minutes. The mixture is subsequently heated at 90° C. When the reaction has ended, the mixture is allowed to cool to 20° C. and is subjected to filtration with suction, and the filter cake is washed with water. Drying in vacuo at 60° C. gives 136.1 g of methyl 5-brom... Reactants: C1(=CC=CS1)C(=O)C=1SC=CC1C(=O)O (2-(2-thenoyl)-3-thiophene carboxylic acid), O.NN (hydrazine hydrate). Run in C(C)O (ethanol). The product is S1C(=CC=C1)C1=NNC(C2=C1SC=C2)=O (7-(2-thienyl)thieno[2,3-d]-pyridazine-4(5H)-one). The yield is 88.6%. RXN SMILES: [C:1]1([C:6]([C:8]2[S:9][CH:10]=[CH:11][C:12]=2[C:13]([OH:15])=O)=O)[S:5][CH:4]=[CH:3][CH:2]=1.O.[NH2:17][NH2:18]>C(O)C>[S:5]1[CH:4]=[CH:3][CH:2]=[C:1]1[C:6]1[C:8]2[S:9][CH:10]=[CH:11][C:12]=2[C:13](=[O:15])[NH:18][N:17]=1 |f:1.2|. Procedure details: 0.70 g of 2-(2-thenoyl)-3-thiophene carboxylic acid and 0.22 g of hydrazine hydrate were dissolved in 20 ml of ethanol, and the solution was refluxed for 5 hours. After cooling the solution, it was crystallized by adding ether, thereby obtaining 0.61 g of 7-(2-thienyl)thieno[2,3-d]-pyridazine-4(5H)-one. Product: O=C(O)CCCN1CCC(OC(c2ccc(Cl)cc2)c2ccccn2)CC1. The reactants are CCO, CCOC(=O)CCCN1CCC(OC(c2ccc(Cl)cc2)c2ccccn2)CC1, Cl, [Na+], [OH-]. RXN SMILES: [CH3:33][CH2:34][OH:35].[Cl:1][c:2]1[cH:3][cH:4][c:5]([CH:8]([O:9][CH:10]2[CH2:11][CH2:12][N:13]([CH2:16][CH2:17][CH2:18][C:19](=[O:20])[O:21][CH2:22][CH3:23])[CH2:14][CH2:15]2)[c:24]2[n:25][cH:26][cH:27][cH:28][cH:29]2)[cH:6][cH:7]1.[ClH:32].[Na+:31].[OH-:30]>>[Cl:1][c:2]1[cH:3][cH:4][c:5]([CH:8]([O:9][CH:10]2[CH2:11][CH2:12][N:13]([CH2:16][CH2:17][CH2:18][C:19](=[O:20])[OH:21])[CH2:14][CH2:15]2)[c:24]2[n:25][cH:26][cH:27][cH:28][cH:29]2)[cH:6][cH:7]1. Starting materials: CN1CCNCC1, C(=NC1CCCCC1)=NC1CCCCC1, COc1ccc(COc2cc(C(=O)O)cc(Cl)c2OCc2ccc(OC)cc2)cc1, C1CCOC1, On1nnc2ccccc21. Yields the product COc1ccc(COc2cc(C(=O)N3CCN(C)CC3)cc(Cl)c2OCc2ccc(OC)cc2)cc1. As a reaction SMILES: [CH3:56][N:57]1[CH2:58][CH2:59][NH:60][CH2:61][CH2:62]1.[CH:41]1([N:42]=[C:43]=[N:44][CH:45]2[CH2:46][CH2:47][CH2:48][CH2:49][CH2:50]2)[CH2:51][CH2:52][CH2:53][CH2:54][CH2:55]1.[Cl:1][c:2]1[c:3]([O:21][CH2:22][c:23]2[cH:24][cH:25][c:26]([O:29][CH3:30])[cH:27][cH:28]2)[c:4]([O:11][CH2:12][c:13]2[cH:14][cH:15][c:16]([O:19][CH3:20])[cH:17][cH:18]2)[cH:5][c:6]([C:7](=[O:8])[OH:9])[cH:10]1.[O:63]1[CH2:64][CH2:65][CH2:66][CH2:67]1.[OH:31][n:32]1[c:33]2[cH:34][cH:35][cH:36][cH:37][c:38]2[n:39][n:40]1>>[Cl:1][c:2]1[c:3]([O:21][CH2:22][c:23]2[cH:24][cH:25][c:26]([O:29][CH3:30])[cH:27][cH:28]2)[c:4]([O:11][CH2:12][c:13]2[cH:14][cH:15][c:16]([O:19][CH3:20])[cH:17][cH:18]2)[cH:5][c:6]([C:7](=[O:8])[N:60]2[CH2:59][CH2:58][N:57]([CH3:56])[CH2:62][CH2:61]2)[cH:10]1. The reactants are C[Li] (methyl-lithium), OC1=CC=C2C(=CC(OC2=C1)=O)C1=CC=CC2=CC=CC=C12 (7-hydroxy-4-(1-naphthyl)coumarin), CCOCC (ether), Cl (hydrochloric acid). The product is CC1(OC2=CC(=CC=C2C(=C1)C1=CC=CC2=CC=CC=C12)O)C (2,2-Dimethyl-4-(1-naphthyl)-2H-chromen-7-ol). The yield is 95.0%. RXN SMILES: [CH3:1][Li].[OH:3][C:4]1C=C2[C:7]([C:8]([C:15]3[C:24]4[C:19](=[CH:20][CH:21]=[CH:22][CH:23]=4)[CH:18]=[CH:17][CH:16]=3)=[CH:9]C(=O)O2)=[CH:6][CH:5]=1.Cl.[CH3:26][CH2:27][O:28][CH2:29][CH3:30]>>[CH3:26][C:27]1([CH3:1])[CH:9]=[C:8]([C:15]2[C:24]3[C:19](=[CH:20][CH:21]=[CH:22][CH:23]=3)[CH:18]=[CH:17][CH:16]=2)[C:7]2[C:29](=[CH:30][C:4]([OH:3])=[CH:5][CH:6]=2)[O:28]1. Procedure details: To a stirred solution of methyl-lithium in ether (60 ml, 2 M solution) at room temperature was added over 0.5 hours 7-hydroxy-4-(1-naphthyl)coumarin (7.5 g, 0.025 moles). The reaction mixture was refluxed for 2 hours, allowed to cool and decomposed by the addition of dilute hydrochloric acid. The organic layer was separated, the aqueous layer extracted with ether (2x) and the combined organic extracts washed with water and dried. Removal of solvent gave the required title chromene as an orange o... Reactants: C(C)(C)(C)OC(NC1=CC=C(C=C1)CC(NC=1C(N(C(N(C1N)C)=O)C)=O)=O)=O ({4-[(6-amino-1,3-dimethyl-2,4-dioxo-1,2,3,4-tetrahydro-pyrimidin-5-ylcarbamoyl)-methyl]-phenyl}-carbamic acid tert-butyl ester), solution, Cl (hydrogen chloride). Solvent: O1CCOCC1 (p-dioxane). Reaction conditions: time 2 hour. Yields the product Cl.NC1=C(C(N(C(N1C)=O)C)=O)NC(CC1=CC=C(C=C1)N)=O (N-(6-amino-1,3-dimethyl-2,4-dioxo-1,2,3,4-tetrahydro-pyrimidin-5-yl)-2-(4-amino-phenyl)-acetamide hydrochloride salt). As a reaction SMILES: C(OC(=O)[NH:7][C:8]1[CH:13]=[CH:12][C:11]([CH2:14][C:15](=[O:28])[NH:16][C:17]2[C:18](=[O:27])[N:19]([CH3:26])[C:20](=[O:25])[N:21]([CH3:24])[C:22]=2[NH2:23])=[CH:10][CH:9]=1)(C)(C)C.[ClH:30]>O1CCOCC1>[ClH:30].[NH2:23][C:22]1[N:21]([CH3:24])[C:20](=[O:25])[N:19]([CH3:26])[C:18](=[O:27])[C:17]=1[NH:16][C:15](=[O:28])[CH2:14][C:11]1[CH:10]=[CH:9][C:8]([NH2:7])=[CH:13][CH:12]=1 |f:3.4|. Procedure: Crude {4-[(6-amino-1,3-dimethyl-2,4-dioxo-1,2,3,4-tetrahydro-pyrimidin-5-ylcarbamoyl)-methyl]-phenyl}-carbamic acid tert-butyl ester (0.65 mmol) was added to a 4M solution of hydrogen chloride in p-dioxane (10 mL) and the mixture stirred at ambient temperature for 2 hrs. The precipitate was isolated by filtration, washed with p-dioxane and ether then dried in vacuo to give crude N-(6-amino-1,3-dimethyl-2,4-dioxo-1,2,3,4-tetrahydro-pyrimidin-5-yl)-2-(4-amino-phenyl)-acetamide hydrochloride salt a...